This data is from the Open Reaction Database (ORD), a public repository of structured organic reaction records. The task is: describe an organic reaction: reactants, conditions, products, and yield Reactants: ClCCl, Cl, [Na+], COc1cc(Cc2cnc(NOC3CCCCO3)nc2NOC2CCCCO2)cc(OC)c1OC, [OH-]. The product is COc1cc(Cc2cnc(NOC3CCCCO3)nc2NO)cc(OC)c1OC. RXN SMILES: [CH2:39]([Cl:40])[Cl:41].[ClH:38].[Na+:37].[O:1]1[CH:2]([O:7][NH:8][c:9]2[n:10][cH:11][c:12]([CH2:23][c:24]3[cH:25][c:26]([O:34][CH3:35])[c:27]([O:32][CH3:33])[c:28]([O:30][CH3:31])[cH:29]3)[c:13]([NH:15][O:16][CH:17]3[CH2:18][CH2:19][CH2:20][CH2:21][O:22]3)[n:14]2)[CH2:3][CH2:4][CH2:5][CH2:6]1.[OH-:36]>>[O:1]1[CH:2]([O:7][NH:8][c:9]2[n:10][cH:11][c:12]([CH2:23][c:24]3[cH:25][c:26]([O:34][CH3:35])[c:27]([O:32][CH3:33])[c:28]([O:30][CH3:31])[cH:29]3)[c:13]([NH:15][OH:16])[n:14]2)[CH2:3][CH2:4][CH2:5][CH2:6]1. Starting materials: CC(=O)c1cc(C(F)(F)F)ccn1, CC(=O)[O-], CCO, NO, [Na+], O. The product is CC(=NO)c1cc(C(F)(F)F)ccn1. RXN SMILES: [C:1]([CH3:2])(=[O:3])[c:4]1[n:5][cH:6][cH:7][c:8]([C:10]([F:11])([F:12])[F:13])[cH:9]1.[CH3:17][C:18](=[O:19])[O-:20].[CH3:22][CH2:23][OH:24].[NH2:14][OH:15].[Na+:16].[OH2:21]>>[C:1]([CH3:2])([c:4]1[n:5][cH:6][cH:7][c:8]([C:10]([F:11])([F:12])[F:13])[cH:9]1)=[N:14][OH:15]. The reactants are FC1=C(C=CC(=C1)C(C)(C)O)C1=CC(=C(S1)NC1=NC(=CC=C1)CO)C(=O)N (5-[2-fluoro-4-(1-hydroxy-1-methylethyl)phenyl]-2-{[6-(hydroxymethyl)pyridin-2-yl]amino}thiophene-3-carboxamide), [H-].[Na+] (NaH), ClCC=1OC(=NN1)C (2-(Chloromethyl)-5-methyl-1,3,4-oxadiazole). Run in CN(C)C=O (DMF). Run at time 10 minute. The product is FC1=C(C=CC(=C1)C(C)(C)O)C1=CC(=C(S1)NC1=NC(=CC=C1)COCC=1OC(=NN1)C)C(=O)N (5-[2-Fluoro-4-(1-hydroxy-1-methylethyl)phenyl]-2-[(6-{[(5-methyl-1,3,4-oxadiazol-2-yl)methoxy]methyl}pyridin-2-yl)amino]thiophene-3-carboxamide). As a reaction SMILES: [H-].[Na+].[F:3][C:4]1[CH:9]=[C:8]([C:10]([OH:13])([CH3:12])[CH3:11])[CH:7]=[CH:6][C:5]=1[C:14]1[S:18][C:17]([NH:19][C:20]2[CH:25]=[CH:24][CH:23]=[C:22]([CH2:26][OH:27])[N:21]=2)=[C:16]([C:28]([NH2:30])=[O:29])[CH:15]=1.Cl[CH2:32][C:33]1[O:34][C:35]([CH3:38])=[N:36][N:37]=1>CN(C=O)C>[F:3][C:4]1[CH:9]=[C:8]([C:10]([OH:13])([CH3:11])[CH3:12])[CH:7]=[CH:6][C:5]=1[C:14]1[S:18][C:17]([NH:19][C:20]2[CH:25]=[CH:24][CH:23]=[C:22]([CH2:26][O:27][CH2:32][C:33]3[O:34][C:35]([CH3:38])=[N:36][N:37]=3)[N:21]=2)=[C:16]([C:28]([NH2:30])=[O:29])[CH:15]=1 |f:0.1|. Reported procedure: To a suspension of NaH (14 mg, 0.35 mmol) in DMF (1.75 mL) at 0° C. under argon was added 5-[2-fluoro-4-(1-hydroxy-1-methylethyl)phenyl]-2-{[6-(hydroxymethyl)pyridin-2-yl]amino}thiophene-3-carboxamide (Example 43) (70 mg, 0.17 mmol) and the mixture was allowed to stir for 10 minutes. 2-(Chloromethyl)-5-methyl-1,3,4-oxadiazole (35 mg, 0.26 mmol) was then added and the reaction was allowed to warm to room temperature overnight. The reaction was then quenched by the addition of water, extracted wit... Starting materials: CN1CCOCC1 (N-Methyl morpholine), C(C)(C)(C)OC(=O)N1C(CC(C1)=C)C(=O)O (4-Methylene-pyrrolidine-1,2-dicarboxylic acid 1-tert-butyl ester), Cl (HCl), crude material, ClC(=O)OCC1=CC=CC=C1 (benzyl chloroformate). Solvent: C(Cl)Cl (methylene chloride), CO (MeOH). Run at time 4 hour. Product: COC(=O)C1N(CC(C1)=C)C(=O)OCC1=CC=CC=C1 (4-Methylene-pyrrolidine-1,2-dicarboxylic acid 1-benzyl ester 2-methyl ester). The yield is 84.2%. Reaction SMILES: [C:1]([O:5][C:6]([N:8]1[CH2:12][C:11](=[CH2:13])[CH2:10][CH:9]1[C:14]([OH:16])=[O:15])=[O:7])([CH3:4])(C)C.Cl.[CH3:18]N1CCOCC1.ClC(OC[C:30]1[CH:35]=[CH:34]C=[CH:32][CH:31]=1)=O>CO.C(Cl)Cl>[CH3:18][O:16][C:14]([CH:9]1[CH2:10][C:11](=[CH2:13])[CH2:12][N:8]1[C:6]([O:5][CH2:1][C:4]1[CH:34]=[CH:35][CH:30]=[CH:31][CH:32]=1)=[O:7])=[O:15]. Procedure: 4-Methylene-pyrrolidine-1,2-dicarboxylic acid 1-tert-butyl ester 601 (10.0 g, 44 mmol) was dissolved in MeOH (75 mL) at room temperature and HCl (4M in dioxane, 75 mL) was added. Stirring at room temperature was continued for 4 hours. All volatiles were removed in vacuo and a beige solid was obtained. The crude material was suspended in methylene chloride (100 mL) and N-Methyl morpholine (13.3 g, 132 mmol) was added. The mixture was cooled to 0° C. and benzyl chloroformate (8.26 g, 48.4 mmol) wa... The reactants are COc1ccc(C=CBr)c2ccccc12, [Li]c1ccccc1, O, c1ccccc1. Product: C#Cc1ccc(OC)c2ccccc12. RXN SMILES: [Br:8][CH:9]=[CH:10][c:11]1[cH:12][cH:13][c:14]([O:21][CH3:22])[c:15]2[cH:16][cH:17][cH:18][cH:19][c:20]12.[Li:1][c:2]1[cH:3][cH:4][cH:5][cH:6][cH:7]1.[OH2:29].[cH:23]1[cH:24][cH:25][cH:26][cH:27][cH:28]1>>[CH:9]#[C:10][c:11]1[cH:12][cH:13][c:14]([O:21][CH3:22])[c:15]2[cH:16][cH:17][cH:18][cH:19][c:20]12.